Dataset: the Open Reaction Database (ORD), a public repository of structured organic reaction records. Task: describe an organic reaction: reactants, conditions, products, and yield Reactants: CC(C)(C)P(C(C)(C)C)C(C)(C)C, O=C1OCC2CCCCC12, C[Si](C)(C)[N-][Si](C)(C)C, Cc1ccccc1, [Li+], Brc1ccccc1. Yields the product O=C1OCC2CCCC12. Reaction SMILES: [C:1]([P:2]([C:3]([CH3:4])([CH3:5])[CH3:6])[C:7]([CH3:8])([CH3:9])[CH3:10])([CH3:11])([CH3:12])[CH3:13].[C:31]1(=[O:40])[O:32][CH2:33][CH:34]2[CH2:35][CH2:36][CH2:37][CH2:38][CH:39]12.[CH3:22][Si:23]([N-:24][Si:25]([CH3:26])([CH3:27])[CH3:28])([CH3:29])[CH3:30].[CH3:41][c:42]1[cH:43][cH:44][cH:45][cH:46][cH:47]1.[Li+:21].[c:14]1([Br:15])[cH:16][cH:17][cH:18][cH:19][cH:20]1>>[C:31]1(=[O:40])[O:32][CH2:33][CH:34]2[CH2:36][CH2:37][CH2:38][CH:39]12. Reactants: COc1cc(CCCOS(C)(=O)=O)ccc1OCc1coc(C=Cc2ccccc2)n1, c1c[nH]cn1. Yields the product COc1cc(CCCn2ccnc2)ccc1OCc1coc(C=Cc2ccccc2)n1. RXN SMILES: [CH3:6][S:7]([O:8][CH2:11][CH2:12][CH2:13][c:14]1[cH:15][c:16]([O:35][CH3:36])[c:17]([O:20][CH2:21][c:22]2[n:23][c:24]([CH:27]=[CH:28][c:29]3[cH:30][cH:31][cH:32][cH:33][cH:34]3)[o:25][cH:26]2)[cH:18][cH:19]1)(=[O:9])=[O:10].[nH:1]1[cH:2][n:3][cH:4][cH:5]1>>[n:1]1([CH2:11][CH2:12][CH2:13][c:14]2[cH:15][c:16]([O:35][CH3:36])[c:17]([O:20][CH2:21][c:22]3[n:23][c:24]([CH:27]=[CH:28][c:29]4[cH:30][cH:31][cH:32][cH:33][cH:34]4)[o:25][cH:26]3)[cH:18][cH:19]2)[cH:2][n:3][cH:4][cH:5]1. RXN SMILES: [CH2:1]([N:3]([CH2:31][CH3:32])[C:4]1[CH:9]=[CH:8][C:7]([S:10]([N:13]2[CH2:17][CH:16]([O:18][Si:19]([CH3:29])([CH3:28])[C:20]([CH3:27])([CH3:26])[CH2:21]C(C)(C)C)[CH2:15][C:14]2=O)(=[O:12])=[O:11])=[CH:6][CH:5]=1)[CH3:2].COC1C=CC(P2(SP(C3C=CC(OC)=CC=3)(=S)S2)=[S:42])=CC=1>C1(C)C=CC=CC=1>[CH2:1]([N:3]([CH2:31][CH3:32])[C:4]1[CH:9]=[CH:8][C:7]([S:10]([N:13]2[CH2:17][CH:16]([O:18][Si:19]([C:20]([CH3:27])([CH3:26])[CH3:21])([CH3:29])[CH3:28])[CH2:15][C:14]2=[S:42])(=[O:12])=[O:11])=[CH:6][CH:5]=1)[CH3:2]. Run in C1(=CC=CC=C1)C (toluene). Reactants: C(C)N(C1=CC=C(C=C1)S(=O)(=O)N1C(CC(C1)O[Si](C(CC(C)(C)C)(C)C)(C)C)=O)CC (1-[[4-(diethylamino)-phenyl]-sulphonyl]-4-[(1,1-dimethyethyl)-dimethyl tert-butylsilyloxy]-2-pyrrolidinone), COC=1C=CC(=CC1)P2(=S)SP(=S)(S2)C=3C=CC(=CC3)OC (Lawesson reagent). Reported procedure: A mixture of 3.14 g of the product obtained in Stage A above 1.55 g of Lawesson reagent in 40 cm3 of toluene is taken to reflux for 4 hours. The solvent is evaporated under reduced pressure and the residue is chromatographed on silica (eluant: ethyl acetate - hexane 3-7). 2.45 g of desired product is obtained. M.p.=136° C. (after dissolution in ethyl acetate, filtration, evaporation to dryness, impasting in hexane). Yields the product C(C)N(C1=CC=C(C=C1)S(=O)(=O)N1C(CC(C1)O[Si](C)(C)C(C)(C)C)=S)CC (1-[[4-(diethylamino)-phenyl]-sulphonyl]-4-[(1,1-dimethyethyl) -dimethylsilyloxy]-2-pyrrolidine thione). Starting materials: CC(=O)CO, N, [Na+], [OH-], O, O=C1c2ccccc2C(=O)c2c(O)ccc(O)c21. Product: Nc1ccc(O)c2c1C(=O)c1ccccc1C2=O. As a reaction SMILES: [CH3:19][C:20]([CH2:21][OH:22])=[O:23].[NH3:24].[Na+:26].[OH-:25].[OH2:27].[OH:1][c:2]1[cH:3][cH:4][c:5]([OH:18])[c:6]2[c:15]1[C:14](=[O:16])[c:13]1[c:8]([cH:9][cH:10][cH:11][cH:12]1)[C:7]2=[O:17]>>[OH:1][c:2]1[cH:3][cH:4][c:5]([NH2:24])[c:6]2[c:15]1[C:14](=[O:16])[c:13]1[c:8]([cH:9][cH:10][cH:11][cH:12]1)[C:7]2=[O:17].